Dataset: the Open Reaction Database (ORD), a public repository of structured organic reaction records. Task: describe an organic reaction: reactants, conditions, products, and yield Reactants: CC(Br)C(=O)c1cc2c(Cl)cccc2s1, CCO, CC(=O)O, SC1=NCCCN1. The product is Br, CC1=C(c2cc3c(Cl)cccc3s2)N2CCCN=C2S1. RXN SMILES: [Br:1][CH:2]([C:3](=[O:4])[c:5]1[cH:6][c:7]2[c:8]([s:9]1)[cH:10][cH:11][cH:12][c:13]2[Cl:14])[CH3:15].[CH3:23][CH2:24][OH:25].[CH3:26][C:27](=[O:28])[OH:29].[N:16]1=[C:17]([SH:22])[NH:18][CH2:19][CH2:20][CH2:21]1>>[BrH:1].[C:2]1([CH3:15])=[C:3]([c:5]2[cH:6][c:7]3[c:8]([s:9]2)[cH:10][cH:11][cH:12][c:13]3[Cl:14])[N:18]2[C:17](=[N:16][CH2:21][CH2:20][CH2:19]2)[S:22]1.